Dataset: the Open Reaction Database (ORD), a public repository of structured organic reaction records. Task: describe an organic reaction: reactants, conditions, products, and yield The reactants are OCCCCCCCCCCC1=COC(=C1)[Si](C)(C)C (3-(10-Hydroxydecyl)-5-trimethylsilylfuran), CC(=O)C.OS(=O)(=O)O.O=[Cr](=O)=O (Jones reagent). Product: C(=O)(O)CCCCCCCCCCC1=COC(=C1)[Si](C)(C)C (3-(10-carboxydecyl)-5-trimethylsilylfuran). RXN SMILES: O[CH2:2][CH2:3][CH2:4][CH2:5][CH2:6][CH2:7][CH2:8][CH2:9][CH2:10][CH2:11][C:12]1[CH:16]=[C:15]([Si:17]([CH3:20])([CH3:19])[CH3:18])[O:14][CH:13]=1.C[C:22](C)=[O:23].[OH:25]S(O)(=O)=O.O=[Cr](=O)=O>>[C:22]([CH2:2][CH2:3][CH2:4][CH2:5][CH2:6][CH2:7][CH2:8][CH2:9][CH2:10][CH2:11][C:12]1[CH:16]=[C:15]([Si:17]([CH3:20])([CH3:19])[CH3:18])[O:14][CH:13]=1)([OH:23])=[O:25] |f:1.2.3|. Procedure details: 3-(10-Hydroxydecyl)-5-trimethylsilylfuran is oxidized by Jones reagent (chromic acid) to give 3-(10-carboxydecyl)-5-trimethylsilylfuran. A mixture of this compound and Rose Bengal in tetrahydrofuran is exposed to singlet oxygen at -78° to give 4-(10-carboxydecyl)-5-hydroxy-2(5H)-furanone. Reactants: [BH4-], O=[N+]([O-])C=Cc1cccc(OCc2ccccc2)c1, CC(=O)O, CS(C)=O, [Na+]. The product is O=[N+]([O-])CCc1cccc(OCc2ccccc2)c1. RXN SMILES: [BH4-:24].[CH2:5]([c:6]1[cH:7][cH:8][cH:9][cH:10][cH:11]1)[O:12][c:13]1[cH:14][c:15]([CH:19]=[CH:20][N+:21](=[O:22])[O-:23])[cH:16][cH:17][cH:18]1.[CH3:1][C:2](=[O:3])[OH:4].[CH3:26][S:27](=[O:28])[CH3:29].[Na+:25]>>[CH2:5]([c:6]1[cH:7][cH:8][cH:9][cH:10][cH:11]1)[O:12][c:13]1[cH:14][c:15]([CH2:19][CH2:20][N+:21](=[O:22])[O-:23])[cH:16][cH:17][cH:18]1. Reactants: c1ccc(C(NCCOCc2ccc(-c3nc4ccccc4o3)cc2)(c2ccccc2)c2ccccc2)cc1, CCO, CCO, Cl. Product: Cl, NCCOCc1ccc(-c2nc3ccccc3o2)cc1. Reaction SMILES: [C:1]([c:2]1[cH:3][cH:4][cH:5][cH:6][cH:7]1)([c:8]1[cH:9][cH:10][cH:11][cH:12][cH:13]1)([c:14]1[cH:15][cH:16][cH:17][cH:18][cH:19]1)[NH:20][CH2:21][CH2:22][O:23][CH2:24][c:25]1[cH:26][cH:27][c:28](-[c:31]2[o:32][c:33]3[c:34]([n:35]2)[cH:36][cH:37][cH:38][cH:39]3)[cH:29][cH:30]1.[CH3:41][CH2:42][OH:43].[CH3:44][CH2:45][OH:46].[ClH:40]>>[ClH:40].[NH2:20][CH2:21][CH2:22][O:23][CH2:24][c:25]1[cH:26][cH:27][c:28](-[c:31]2[o:32][c:33]3[c:34]([n:35]2)[cH:36][cH:37][cH:38][cH:39]3)[cH:29][cH:30]1. The reactants are CCOC(C)=O, CO, N#CBr, CN(C(=O)CCNCc1cc(C(=O)c2ccccc2)ccc1N)C1CCCCC1. Yields the product CN(C(=O)CCN1Cc2cc(C(=O)c3ccccc3)ccc2N=C1N)C1CCCCC1. RXN SMILES: [CH3:33][CH2:34][O:35][C:36]([CH3:37])=[O:38].[CH3:39][OH:40].[N:30]#[C:31][Br:32].[NH2:1][c:2]1[c:3]([CH2:4][NH:5][CH2:6][CH2:7][C:8](=[O:9])[N:10]([CH3:11])[CH:12]2[CH2:13][CH2:14][CH2:15][CH2:16][CH2:17]2)[cH:18][c:19]([C:22]([c:23]2[cH:24][cH:25][cH:26][cH:27][cH:28]2)=[O:29])[cH:20][cH:21]1>>[N:1]1=[C:31]([NH2:30])[N:5]([CH2:6][CH2:7][C:8](=[O:9])[N:10]([CH3:11])[CH:12]2[CH2:13][CH2:14][CH2:15][CH2:16][CH2:17]2)[CH2:4][c:3]2[c:2]1[cH:21][cH:20][c:19]([C:22]([c:23]1[cH:24][cH:25][cH:26][cH:27][cH:28]1)=[O:29])[cH:18]2. Starting materials: BrC1=C(C=CC(=C1)[N+](=O)[O-])F (2-Bromo-1-fluoro-4-nitrobenzene), C(#C)C1CC1 (ethynylcyclopropane). Product: C1(CC1)C#CC1=C(C=CC(=C1)[N+](=O)[O-])F (2-Cyclopropylethynyl-1-fluoro-4-nitrobenzene). RXN SMILES: Br[C:2]1[CH:7]=[C:6]([N+:8]([O-:10])=[O:9])[CH:5]=[CH:4][C:3]=1[F:11].[C:12]([CH:14]1[CH2:16][CH2:15]1)#[CH:13]>>[CH:14]1([C:12]#[C:13][C:2]2[CH:7]=[C:6]([N+:8]([O-:10])=[O:9])[CH:5]=[CH:4][C:3]=2[F:11])[CH2:16][CH2:15]1. Reported procedure: 2-Bromo-1-fluoro-4-nitrobenzene and ethynylcyclopropane were reacted by method MA. The product with the molecular weight of 205.19 (C11H8FNO2) was obtained in this way; MS (ESI): 206 (M+H+). Starting materials: OC1=NOC(=C1)C1=CC(=CC=C1)OC (3-Hydroxy-5-(3-methoxyphenyl)isoxazole), C(C)(C)(C)OC(=O)NCCO (2-(N-tert-butoxycarbonylamino)ethanol). Product: C(C)(C)(C)OC(=O)NCCOC1=NOC(=C1)C1=CC(=CC=C1)OC (3-(2-(N-tert-Butoxycarbonylamino)ethoxy)-5-(3-methoxyphenyl)isoxazole). Yield: 80.6%. Reaction SMILES: [OH:1][C:2]1[CH:6]=[C:5]([C:7]2[CH:12]=[CH:11][CH:10]=[C:9]([O:13][CH3:14])[CH:8]=2)[O:4][N:3]=1.[C:15]([O:19][C:20]([NH:22][CH2:23][CH2:24]O)=[O:21])([CH3:18])([CH3:17])[CH3:16]>>[C:15]([O:19][C:20]([NH:22][CH2:23][CH2:24][O:1][C:2]1[CH:6]=[C:5]([C:7]2[CH:12]=[CH:11][CH:10]=[C:9]([O:13][CH3:14])[CH:8]=2)[O:4][N:3]=1)=[O:21])([CH3:18])([CH3:17])[CH3:16]. Procedure: 3-Hydroxy-5-(3-methoxyphenyl)isoxazole (0.22 g) and 2-(N-tert-butoxycarbonylamino)ethanol (0.20 g) were subjected to reaction and post-treatment in a similar manner to that described in Example 9(a) to obtain the title compound (0.31 g, 82%) as a colorless powder. Reactants: COCO[C@@H]1CC[C@@H]2[C@H]3C[C@@H]4[C@@](C[C@@H]3CC[C@H]2C1)(C(=CC4)C#N)C ((3R,4aS,6aS,7aR,10aS,11aS,11bS)-3-(Methoxymethoxy)-7a-methyl-2,3,4,4a,5,6,6a,7,7a,10,10a,11,11a,11b-tetradecahydro-1H-cyclopenta[b]phenanthrene-8-carbonitrile), COCO[C@@H]1CC[C@@H]2[C@H]3C[C@@H]4[C@@](C[C@@H]3CC[C@H]2C1)(C(=CC4)OS(=O)(=O)C(F)(F)F)C (1,1,1-Trifluoromethanesulfonic acid (3R,4aS,6aS,7aR,10aS,11aS,11bS)-3-(Methoxymethoxy)-7a-methyl-2,3,4,4a,5,6,6a,7,7a,10,10a,11,11a,11b-tetradecahydro-1H-cyclopenta[b]phenanthren-8-yl ester). The reagents and catalysts are [Pd] (Pd/C). Solvent: CCOC(=O)C (EtOAc). Conditions: time 3 hour. The product is COCO[C@@H]1CC[C@@H]2[C@H]3C[C@H]4[C@@](C[C@@H]3CC[C@H]2C1)([C@@H](CC4)C#N)C ((3R,4aS,6aS,7aR,8R,10aS,11aS,11bS)-3-(Methoxymethoxy)-7a-methyl-hexadecahydro-cyclopenta[b]phenanthrene-8-carbonitrile). RXN SMILES: [CH3:1][O:2][CH2:3][O:4][C@H:5]1[CH2:18][C@H:17]2[C@@H:8]([C@@H:9]3[C@@H:14]([CH2:15][CH2:16]2)[CH2:13][C@@:12]2([CH3:24])[C:19]([C:22]#[N:23])=[CH:20][CH2:21][C@@H:11]2[CH2:10]3)[CH2:7][CH2:6]1.COCO[C@H]1C[C@H]2[C@@H]([C@@H]3[C@@H](CC2)C[C@@]2(C)C(OS(C(F)(F)F)(=O)=O)=CC[C@@H]2C3)CC1>CCOC(C)=O.[Pd]>[CH3:1][O:2][CH2:3][O:4][C@H:5]1[CH2:18][C@H:17]2[C@@H:8]([C@@H:9]3[C@@H:14]([CH2:15][CH2:16]2)[CH2:13][C@@:12]2([CH3:24])[C@H:19]([C:22]#[N:23])[CH2:20][CH2:21][C@H:11]2[CH2:10]3)[CH2:7][CH2:6]1. Procedure details: To a solution of compound 49 (250 mg containing the aromatic impurity carried over from compound 48) in EtOAc (40 mL) was added Pd/C (100 mg) at room temperature. Hydrogenation was carried out under 60 psi H2. After 3 h, the pressure was released and the mixture was filtered through Celite which was washed with EtOAc (100 mL). Solvent was removed and the residue was purified by flash column chromatography (silica gel eluted with 10% EtOAc in hexanes) to give compound 50 (250 mg containing the ar...